Dataset: the Open Reaction Database (ORD), a public repository of structured organic reaction records. Task: describe an organic reaction: reactants, conditions, products, and yield Starting materials: BrC=1C=C(C=2C=NN(C2C1)C(C)C)C(=O)NCC=1C(NC(=CC1C(C)C)C)=O (6-bromo-1-(1-methylethyl)-N-{[6-methyl-4-(1-methylethyl)-2-oxo-1,2-dihydro-3-pyridinyl]methyl}-1H-indazole-4-carboxamide), CN(CC1=CC=C(C=C1)B1OC(C(O1)(C)C)(C)C)C (dimethyl{[4-(4,4,5,5-tetramethyl-1,3,2-dioxaborolan-2-yl)phenyl]methyl}amine). The product is CN(C)CC1=CC=C(C=C1)C=1C=C(C=2C=NN(C2C1)C(C)C)C(=O)NCC=1C(NC(=CC1C(C)C)C)=O (6-{4-[(dimethylamino)methyl]phenyl}-1-(1-methylethyl)-N-{[6-methyl-4-(1-methylethyl)-2-oxo-1,2-dihydro-3-pyridinyl]methyl}-1H-indazole-4-carboxamide). Reaction SMILES: Br[C:2]1[CH:3]=[C:4]([C:14]([NH:16][CH2:17][C:18]2[C:19](=[O:28])[NH:20][C:21]([CH3:27])=[CH:22][C:23]=2[CH:24]([CH3:26])[CH3:25])=[O:15])[C:5]2[CH:6]=[N:7][N:8]([CH:11]([CH3:13])[CH3:12])[C:9]=2[CH:10]=1.[CH3:29][N:30]([CH3:47])[CH2:31][C:32]1[CH:37]=[CH:36][C:35](B2OC(C)(C)C(C)(C)O2)=[CH:34][CH:33]=1>>[CH3:29][N:30]([CH2:31][C:32]1[CH:37]=[CH:36][C:35]([C:2]2[CH:3]=[C:4]([C:14]([NH:16][CH2:17][C:18]3[C:19](=[O:28])[NH:20][C:21]([CH3:27])=[CH:22][C:23]=3[CH:24]([CH3:25])[CH3:26])=[O:15])[C:5]3[CH:6]=[N:7][N:8]([CH:11]([CH3:12])[CH3:13])[C:9]=3[CH:10]=2)=[CH:34][CH:33]=1)[CH3:47]. Procedure: The title compound was prepared in a similar manner as described for example 8 from 6-bromo-1-(1-methylethyl)-N-{[6-methyl-4-(1-methylethyl)-2-oxo-1,2-dihydro-3-pyridinyl]methyl}-1H-indazole-4-carboxamide (90 mg, 0.202 mmol) and dimethyl{[4-(4,4,5,5-tetramethyl-1,3,2-dioxaborolan-2-yl)phenyl]methyl}amine (90 mg, 0.303 mmol). The product was collected as a white solid (54 mg, 49%). 1H NMR (400 MHz, DMSO-d6) δ ppm 11.48 (br. s., 1H) 8.69 (br. s., 1H) 8.37 (s, 1H) 8.10 (s, 1H) 7.86 (s, 1H) 7.82 (s,... The reactants are FC=1C=C(C=C(C1)F)C1=C(C(C2=CC(=CC=C12)O)=O)C=1C=NC=CC1 (3-(3,5-difluorophenyl)-6-hydroxy-2-(pyridin-3-yl)-1H-inden-1-one), C1=CC=C(C=C1)P(C2=CC=CC=C2)C3=CC=CC=C3 (PPh3), CC(C)OC(=O)/N=N/C(=O)OC(C)C (DIAD), BrC=1C(C2=CC(=CC=C2C1C1=CC=CC=C1)O)=O (2-bromo-6-hydroxy-3-phenyl-1H-inden-1-one), O1CCC(CC1)CCO (2-(tetrahydro-2H-pyran-4-yl)ethanol). Conditions: time 17 hour. Product: FC=1C=C(C=C(C1)F)C1=C(C(C2=CC(=CC=C12)OCCC1CCOCC1)=O)C=1C=NC=CC1 (3-(3,5-difluorophenyl)-2-(pyridin-3-yl)-6-(2-(tetrahydro-2H-pyran-4-yl)ethoxy)-1H-inden-1-one). Isolated yield 33.0%. RXN SMILES: [F:1][C:2]1[CH:3]=[C:4]([C:9]2[C:17]3[C:12](=[CH:13][C:14]([OH:18])=[CH:15][CH:16]=3)[C:11](=[O:19])[C:10]=2[C:20]2[CH:21]=[N:22][CH:23]=[CH:24][CH:25]=2)[CH:5]=[C:6]([F:8])[CH:7]=1.BrC1[C:28](=[O:43])[C:29]2[C:34]([C:35]=1[C:36]1C=CC=CC=1)=[CH:33][CH:32]=C(O)C=2.O1CCC(CCO)CC1.C1C=CC(P(C2C=CC=CC=2)C2C=CC=CC=2)=CC=1.CC(OC(/N=N/C(OC(C)C)=O)=O)C>>[F:8][C:6]1[CH:5]=[C:4]([C:9]2[C:17]3[C:12](=[CH:13][C:14]([O:18][CH2:32][CH2:33][CH:34]4[CH2:29][CH2:28][O:43][CH2:36][CH2:35]4)=[CH:15][CH:16]=3)[C:11](=[O:19])[C:10]=2[C:20]2[CH:21]=[N:22][CH:23]=[CH:24][CH:25]=2)[CH:3]=[C:2]([F:1])[CH:7]=1. Procedure: The procedure of Step 6 of Example 1 was repeated except for using 3-(3,5-difluorophenyl)-6-hydroxy-2-(pyridin-3-yl)-1H-inden-1-one obtained in Step 1 of Example 64 as a starting material instead of 2-bromo-6-hydroxy-3-phenyl-1H-inden-1-one, 2-(tetrahydro-2H-pyran-4-yl)ethanol (2.0 eq) instead of 4-(2-hydroxyethyl)morpholine, using 2 equivalents of PPh3 and DIAD, being stirred for 17 h, and being purified by prep. HPLC (20% H2O/CH3CN) to provide the title compound (33%). The reactants are CO, [Na+], CCCc1cc(=O)n(CC(=O)OC)c(=O)n1Cc1ccc(-c2ccccc2-c2nnn[nH]2)cc1, [OH-]. The product is CCCc1cc(=O)n(CC(=O)O)c(=O)n1Cc1ccc(-c2ccccc2-c2nnn[nH]2)cc1. As a reaction SMILES: [CH3:35][OH:36].[Na+:38].[O:1]=[c:2]1[n:3]([CH2:17][c:18]2[cH:19][cH:20][c:21](-[c:24]3[c:25](-[c:30]4[n:31][n:32][n:33][nH:34]4)[cH:26][cH:27][cH:28][cH:29]3)[cH:22][cH:23]2)[c:4]([CH2:14][CH2:15][CH3:16])[cH:5][c:6](=[O:13])[n:7]1[CH2:8][C:9](=[O:10])[O:11][CH3:12].[OH-:37]>>[O:1]=[c:2]1[n:3]([CH2:17][c:18]2[cH:19][cH:20][c:21](-[c:24]3[c:25](-[c:30]4[n:31][n:32][n:33][nH:34]4)[cH:26][cH:27][cH:28][cH:29]3)[cH:22][cH:23]2)[c:4]([CH2:14][CH2:15][CH3:16])[cH:5][c:6](=[O:13])[n:7]1[CH2:8][C:9](=[O:10])[OH:11]. Starting materials: ClCCl, O, OCc1cccc2cccc(CO)c12, O=P(O)(O)O. Yields the product c1cc2c3c(cccc3c1)COC2. As a reaction SMILES: [Cl:21][CH2:22][Cl:23].[OH2:20].[OH:1][CH2:2][c:3]1[cH:4][cH:5][cH:6][c:7]2[cH:8][cH:9][cH:10][c:11]([CH2:13][OH:14])[c:12]12.[P:15](=[O:16])([OH:17])([OH:18])[OH:19]>>[CH2:2]1[c:3]2[cH:4][cH:5][cH:6][c:7]3[cH:8][cH:9][cH:10][c:11]([c:12]23)[CH2:13][O:14]1. Reactants: ClC=1C(=CC2=C(OCO2)C1)C=O (6-chlorobenzo[1,3]dioxole-5-carbaldehyde), C1(CC1)N (cyclopropylamine). Product: ClC=1C(=CC2=C(OCO2)C1)CNC1CC1 ((6-Chlorobenzo[1,3]dioxol-5-ylmethyl)cyclopropylamine). RXN SMILES: [Cl:1][C:2]1[C:3]([CH:11]=O)=[CH:4][C:5]2[O:9][CH2:8][O:7][C:6]=2[CH:10]=1.[CH:13]1([NH2:16])[CH2:15][CH2:14]1>>[Cl:1][C:2]1[C:3]([CH2:11][NH:16][CH:13]2[CH2:15][CH2:14]2)=[CH:4][C:5]2[O:9][CH2:8][O:7][C:6]=2[CH:10]=1. Procedure: Synthesized according to typical procedure J from 6-chlorobenzo[1,3]dioxole-5-carbaldehyde and cyclopropylamine.